Dataset: the Open Reaction Database (ORD), a public repository of structured organic reaction records. Task: describe an organic reaction: reactants, conditions, products, and yield Starting materials: FC1=CC=C2C=CC(OC2=C1F)CCCCC (7,8-difluoro-2-pentyl-2H-chromene). Reagents/catalysts: [Pd] (Pd/C). Solvent: C1(=CC=CC=C1)C (toluene). Product: FC1=CC=C2CCC(OC2=C1F)CCCCC (7,8-difluoro-2-pentylchroman). Reaction SMILES: [F:1][C:2]1[C:11]([F:12])=[C:10]2[C:5]([CH:6]=[CH:7][CH:8]([CH2:13][CH2:14][CH2:15][CH2:16][CH3:17])[O:9]2)=[CH:4][CH:3]=1>C1(C)C=CC=CC=1.[Pd]>[F:1][C:2]1[C:11]([F:12])=[C:10]2[C:5]([CH2:6][CH2:7][CH:8]([CH2:13][CH2:14][CH2:15][CH2:16][CH3:17])[O:9]2)=[CH:4][CH:3]=1. Procedure: 51.0 g (0.21 mol) of 7,8-difluoro-2-pentyl-2H-chromene are hydrogenated at RT for 1 h in 510 ml of toluene in the presence of Pd/C (5% of Pd). The batch is evaporated to dryness: the crude product (yellowish liquid) can be used directly for the next step. Starting materials: [OH-].[Na+] (sodium hydroxide), N1=C(Cl)N=C(Cl)N=C1Cl (cyanuric chloride), CC(=O)C (acetone), C1(O)=CC(O)=CC=C1 (resorcinol), [OH-].[Na+] (sodium hydroxide), [OH-].[Na+] (sodium hydroxide), C1(O)=CC(O)=CC=C1 (resorcinol). The solvent is O (water), O (water). Conditions: time 4 hour. Yields the product ClC1(NC=NC(=N1)Cl)OC1=CC(=CC=C1)OC1(NC=NC(=N1)Cl)Cl (1,3-Bis-(2,4-dichloro-s-triazinoxy)benzene). Isolated yield 890.2%. As a reaction SMILES: [N:1]1[C:8](Cl)=[N:7][C:5]([Cl:6])=[N:4][C:2]=1[Cl:3].CC(C)=O.[OH-].[Na+].[C:16]1([CH:23]=[CH:22][CH:21]=[C:19]([OH:20])[CH:18]=1)[OH:17]>O>[Cl:6][C:5]1([O:17][C:16]2[CH:23]=[CH:22][CH:21]=[C:19]([O:20][C:5]3([Cl:6])[N:4]=[C:2]([Cl:3])[N:1]=[CH:8][NH:7]3)[CH:18]=2)[N:4]=[C:2]([Cl:3])[N:1]=[CH:8][NH:7]1 |f:2.3|. Reported procedure: A 1 L jacketed reaction flask equipped with a gas inlet, a mechanical stirrer, two liquid inlets and a condenser is purged with argon and charged with 37.3 g (0.0200 mol) of cyanuric chloride and 300 mL of acetone. The stirred mixture is cooled below −15° C. and 30 mL of deionized water are added. A 10% aqueous sodium hydroxide solution (88 g) are added over a 66-minute period via a peristaltic pump. Six minutes after the sodium hydroxide addition is started, a resorcinol solution (11.0 g, 0.100... The reactants are NC1=NOC(=C1)C1(CCCCC1)CC (3-amino-5-(1-ethylcyclohexyl)isoxazole), COC1=C(C(=O)Cl)C(=CC=C1)OC (2,6-dimethoxybenzoyl chloride). Solvent: C1(=CC=CC=C1)C (toluene), ClCCl (dichloromethane). Yields the product C(C)C1(CCCCC1)C1=CC(=NO1)NC(C1=C(C=CC=C1OC)OC)=O (N-[5-(1-ethylcyclohexyl)-3-isoxazolyl]-2,6-dimethoxybenzamide). The yield is 60.2%. As a reaction SMILES: [NH2:1][C:2]1[CH:6]=[C:5]([C:7]2([CH2:13][CH3:14])[CH2:12][CH2:11][CH2:10][CH2:9][CH2:8]2)[O:4][N:3]=1.[CH3:15][O:16][C:17]1[CH:25]=[CH:24][CH:23]=[C:22]([O:26][CH3:27])[C:18]=1[C:19](Cl)=[O:20]>C1(C)C=CC=CC=1.ClCCl>[CH2:13]([C:7]1([C:5]2[O:4][N:3]=[C:2]([NH:1][C:19](=[O:20])[C:18]3[C:22]([O:26][CH3:27])=[CH:23][CH:24]=[CH:25][C:17]=3[O:16][CH3:15])[CH:6]=2)[CH2:12][CH2:11][CH2:10][CH2:9][CH2:8]1)[CH3:14]. Procedure: A solution of 14 g of 3-amino-5-(1-ethylcyclohexyl)isoxazole and 14.4 g of 2,6-dimethoxybenzoyl chloride in 100 ml of toluene was heated to reflux and stirred for eighteen hours. The reaction mixture then was cooled to room temperature and the solvent was removed by evaporation under reduced pressure to provide a solid. The solid was dissolved in 200 ml of dichloromethane, washed with dilute sodium hyroxide and with brine, dried, and the solvent was removed by evaporation. The product was crysta... Reactants: COC(=O)CCC(C#N)(CCC(=O)OC)c1ccccc1Cl, CC(C)(C)[O-], CC(=O)O, N#CC(CCC(=O)O)(CCC(=O)O)c1ccc(Cl)cc1, [K+], C1CCOC1. Yields the product COC(=O)C1CC(C#N)(c2ccccc2Cl)CCC1=O. Reaction SMILES: [CH3:1][O:2][C:3]([CH2:4][CH2:5][C:6]([CH2:7][CH2:8][C:9](=[O:10])[O:11][CH3:12])([C:13]#[N:14])[c:15]1[c:16]([Cl:21])[cH:17][cH:18][cH:19][cH:20]1)=[O:22].[CH3:48][C:49]([CH3:50])([O-:51])[CH3:52].[CH3:54][C:55](=[O:56])[OH:57].[Cl:23][c:24]1[cH:25][cH:26][c:27]([C:28]([C:29]#[N:30])([CH2:31][CH2:32][C:33]([OH:34])=[O:35])[CH2:36][CH2:37][C:38]([OH:39])=[O:40])[cH:41][cH:42]1.[K+:53].[O:43]1[CH2:44][CH2:45][CH2:46][CH2:47]1>>[C:3]1(=[O:22])[CH2:4][CH2:5][C:6]([C:13]#[N:14])([c:15]2[c:16]([Cl:21])[cH:17][cH:18][cH:19][cH:20]2)[CH2:7][CH:8]1[C:9](=[O:10])[O:11][CH3:12]. Reactants: ClC=1C2=C(N=CN1)SC1=C2CCC(C1)C(=O)N(CCOC)CC ((RS)-4-chloro-N-ethyl-N-(2-methoxyethyl)-5,6,7,8-tetrahydro[1]benzothieno[2,3-d]pyrimidine-7-carboxamide), NC1=CC2=C(NC(S2)=O)C=C1OC (6-amino-5-methoxy-1,3-benzothiazol-2(3H)-one). Yields the product C(C)N(C(=O)C1CC2=C(CC1)C1=C(N=CN=C1NC1=CC3=C(NC(S3)=O)C=C1OC)S2)CCOC ((RS)—N-Ethyl-N-(2-methoxyethyl)-4-[(5-methoxy-2-oxo-2,3-dihydro-1,3-benzothiazol-6-yl)amino]-5,6,7,8-tetrahydro[1]benzothieno[2,3-d]pyrimidine-7-carboxamide). RXN SMILES: Cl[C:2]1[C:3]2[C:10]3[CH2:11][CH2:12][CH:13]([C:15]([N:17]([CH2:22][CH3:23])[CH2:18][CH2:19][O:20][CH3:21])=[O:16])[CH2:14][C:9]=3[S:8][C:4]=2[N:5]=[CH:6][N:7]=1.[NH2:24][C:25]1[C:34]([O:35][CH3:36])=[CH:33][C:28]2[NH:29][C:30](=[O:32])[S:31][C:27]=2[CH:26]=1>>[CH2:22]([N:17]([CH2:18][CH2:19][O:20][CH3:21])[C:15]([CH:13]1[CH2:12][CH2:11][C:10]2[C:3]3[C:2]([NH:24][C:25]4[C:34]([O:35][CH3:36])=[CH:33][C:28]5[NH:29][C:30](=[O:32])[S:31][C:27]=5[CH:26]=4)=[N:7][CH:6]=[N:5][C:4]=3[S:8][C:9]=2[CH2:14]1)=[O:16])[CH3:23]. Procedure details: 100 mg (283 μmol) (RS)-4-chloro-N-ethyl-N-(2-methoxyethyl)-5,6,7,8-tetrahydro[1]benzothieno[2,3-d]pyrimidine-7-carboxamide (prepared according to intermediate example 90a) were transformed in analogy to example 1 using 6-amino-5-methoxy-1,3-benzothiazol-2(3H)-one to give after working up and purification 11.0 mg (7%) of the title compound.